From a dataset of the Open Reaction Database (ORD), a public repository of structured organic reaction records. describe an organic reaction: reactants, conditions, products, and yield The reactants are C(C)(C)(C)OC(=O)NC1CCN(CC1)C1=C(C=C2C(C(=CN(C2=N1)CCC#N)C(=O)OCC)=O)F (ethyl 7-(4-((tert-butoxycarbonyl)amino)piperidin-1-yl)-1-(2-cyanoethyl)-6-fluoro-4-oxo-1,4-dihydro-1,8-naphthyridine-3-carboxylate), [Li+].[OH-] (LiOH). The solvent is C1CCOC1 (THF), CO (methanol). Run at time 3 hour. Yields the product C(C)(C)(C)OC(=O)NC1CCN(CC1)C1=C(C=C2C(C(=CN(C2=N1)CCC#N)C(=O)O)=O)F (7-(4-((tert-butoxycarbonyl)amino)piperidin-1-yl)-1-(2-cyanoethyl)-6-fluoro-4-oxo-1,4-dihydro-1,8-naphthyridine-3-carboxylic acid). As a reaction SMILES: [C:1]([O:5][C:6]([NH:8][CH:9]1[CH2:14][CH2:13][N:12]([C:15]2[N:24]=[C:23]3[C:18]([C:19](=[O:34])[C:20]([C:29]([O:31]CC)=[O:30])=[CH:21][N:22]3[CH2:25][CH2:26][C:27]#[N:28])=[CH:17][C:16]=2[F:35])[CH2:11][CH2:10]1)=[O:7])([CH3:4])([CH3:3])[CH3:2].[Li+].[OH-]>C1COCC1.CO>[C:1]([O:5][C:6]([NH:8][CH:9]1[CH2:14][CH2:13][N:12]([C:15]2[N:24]=[C:23]3[C:18]([C:19](=[O:34])[C:20]([C:29]([OH:31])=[O:30])=[CH:21][N:22]3[CH2:25][CH2:26][C:27]#[N:28])=[CH:17][C:16]=2[F:35])[CH2:11][CH2:10]1)=[O:7])([CH3:4])([CH3:2])[CH3:3] |f:1.2|. Reported procedure: A suspension of EXAMPLE 66A (0.71 g) in THF (100 mL) and methanol (50 mL) at reflux was treated with 1M LiOH (100 mL), stirred for 3 hours, concentrated to half volume, acidified with 10% citric acid, and filtered. Starting materials: [I-].C(#N)C[P+](C)(C)C ((cyanomethyl)trimethylphosphonium iodide), CCN(C(C)C)C(C)C (DIEA), Cl.ClC1=CC=C(C=C1)C=1CCNCC1 (4-(4-chlorophenyl)-1,2,3,6-tetrahydropyridine hydrochloride), OCC1=CC=2NC([C@H]3N(C2N=C1)CCSC3)=O ((R)-3-(hydroxymethyl)-6a,7,9,10-tetrahydropyrido[3,2-e][1,4]thiazino[4,3-a]pyrazin-6(5H)-one). Solvent: C(CC)#N (propiononitrile). Run at temperature 90 celsius. Yields the product ClC1=CC=C(C=C1)C1=CCN(CC1)CC1=CC=2NC([C@H]3N(C2N=C1)CCSC3)=O ((R)-3-((4-(4-chlorophenyl)-5,6-dihydropyridin-1(2H)-yl)methyl)-6a,7,9,10-tetrahydropyrido[3,2-e][1,4]thiazino[4,3-a]pyrazin-6(5H)-one). Reaction SMILES: O[CH2:2][C:3]1[CH:12]=[N:11][C:10]2[N:9]3[CH2:13][CH2:14][S:15][CH2:16][C@H:8]3[C:7](=[O:17])[NH:6][C:5]=2[CH:4]=1.[I-].C(C[P+](C)(C)C)#N.CCN(C(C)C)C(C)C.Cl.[Cl:36][C:37]1[CH:42]=[CH:41][C:40]([C:43]2[CH2:44][CH2:45][NH:46][CH2:47][CH:48]=2)=[CH:39][CH:38]=1>C(#N)CC>[Cl:36][C:37]1[CH:42]=[CH:41][C:40]([C:43]2[CH2:48][CH2:47][N:46]([CH2:2][C:3]3[CH:12]=[N:11][C:10]4[N:9]5[CH2:13][CH2:14][S:15][CH2:16][C@H:8]5[C:7](=[O:17])[NH:6][C:5]=4[CH:4]=3)[CH2:45][CH:44]=2)=[CH:39][CH:38]=1 |f:1.2,4.5|. Procedure details: To a suspension of (R)-3-(hydroxymethyl)-6a,7,9,10-tetrahydropyrido[3,2-e][1,4]thiazino[4,3-a]pyrazin-6(5H)-one (70 mg, 0.279 mmol) in propiononitrile (Volume: 696 μl) was added (cyanomethyl)trimethylphosphonium iodide (81 mg, 0.334 mmol), DIEA (146 μl, 0.836 mmol) and finally 4-(4-chlorophenyl)-1,2,3,6-tetrahydropyridine hydrochloride (64.1 mg, 0.279 mmol). The vial was heated to 90° C. for 12 hours. Cooled to rt and concentrated to a brown residue which was treated with MeOH (5 mL). The precip...